Dataset: the Open Reaction Database (ORD), a public repository of structured organic reaction records. Task: describe an organic reaction: reactants, conditions, products, and yield Starting materials: CSc1nc(Nc2cc(C)[nH]n2)c([N+](=O)[O-])c(N2CCOCC2)n1, CO, CCOC(C)=O, CCN(C(C)C)C(C)C, ClCCl, CC(N)c1ccc(F)cn1, [Na+], O=C([O-])O, O. Yields the product Cc1cc(Nc2nc(NC(C)c3ccc(F)cn3)nc(N3CCOCC3)c2[N+](=O)[O-])n[nH]1. As a reaction SMILES: [CH3:1][c:2]1[cH:3][c:4]([NH:7][c:8]2[n:9][c:10]([S:23][CH3:24])[n:11][c:12]([N:17]3[CH2:18][CH2:19][O:20][CH2:21][CH2:22]3)[c:13]2[N+:14](=[O:15])[O-:16])[n:5][nH:6]1.[CH3:49][OH:50].[CH3:55][CH2:56][O:57][C:58]([CH3:59])=[O:60].[CH:40]([N:41]([CH2:42][CH3:43])[CH:44]([CH3:45])[CH3:46])([CH3:47])[CH3:48].[Cl:51][CH2:52][Cl:53].[F:30][c:31]1[cH:32][cH:33][c:34]([CH:37]([CH3:38])[NH2:39])[n:35][cH:36]1.[Na+:29].[O-:25][C:26]([OH:27])=[O:28].[OH2:54]>>[CH3:1][c:2]1[cH:3][c:4]([NH:7][c:8]2[n:9][c:10]([NH:39][CH:37]([c:34]3[cH:33][cH:32][c:31]([F:30])[cH:36][n:35]3)[CH3:38])[n:11][c:12]([N:17]3[CH2:18][CH2:19][O:20][CH2:21][CH2:22]3)[c:13]2[N+:14](=[O:15])[O-:16])[n:5][nH:6]1. Product: N1([C@H](C(=O)N[C@@H](C)C(=O)N[C@@H](C2=CC=CC=C2)C(=O)OC)CCC1)C(=O)OCC1=CC=CC=C1 (Z-(L)-Pro-(L)-Ala-(L)-PhgOMe). As a reaction SMILES: [N:1]1([C:14]([O:16][CH2:17][C:18]2[CH:23]=[CH:22][CH:21]=[CH:20][CH:19]=2)=[O:15])[CH2:13][CH2:12][CH2:11][C@H:2]1[C:3]([NH:5][C@H:6]([C:8]([OH:10])=O)[CH3:7])=[O:4].ON1C2C=CC=CC=2N=N1.CN(CCCN=C=NCC)C.Cl.[NH2:46][C@H:47]([C:54]([O:56][CH3:57])=[O:55])[C:48]1[CH:53]=[CH:52][CH:51]=[CH:50][CH:49]=1.Cl.CN1CCOCC1>C(Cl)Cl>[N:1]1([C:14]([O:16][CH2:17][C:18]2[CH:23]=[CH:22][CH:21]=[CH:20][CH:19]=2)=[O:15])[CH2:13][CH2:12][CH2:11][C@H:2]1[C:3]([NH:5][C@H:6]([C:8]([NH:46][C@H:47]([C:54]([O:56][CH3:57])=[O:55])[C:48]1[CH:53]=[CH:52][CH:51]=[CH:50][CH:49]=1)=[O:10])[CH3:7])=[O:4] |f:4.5|. Procedure: A suspension of 1,500 g (4.68 mmoles) of Z-(L)-Pro-(L)-AlaOH (Sigma) in 60 ml of dry methylene chloride (CH2Cl2) was brought, under stirring and in an argon atmosphere, to the temperature of the ice and salt bath. The following were then added in succession: 0.800 g (4.73 mmoles) of commercial 1-hydroxybenzotriazole (HOBt) and 0.900 g (4.69 mmoles) of N-(dimethylaminopropyl)-N'-ethylcarbodiimide.HCl (EDC). Keeping the temperature under control, the mixture was left under stirring for 10 minutes ... Starting materials: N[C@@H](C1=CC=CC=C1)C(=O)OC.Cl ((L)-PhgOMe.HCl), CN1CCOCC1 (4-methylmorpholine), CN(C)CCCN=C=NCC (N-(dimethylaminopropyl)-N'-ethylcarbodiimide), Cl (HCl), ice, ON1N=NC2=C1C=CC=C2 (1-hydroxybenzotriazole), N1([C@H](C(=O)N[C@@H](C)C(=O)O)CCC1)C(=O)OCC1=CC=CC=C1 (Z-(L)-Pro-(L)-AlaOH). Solvent: C(Cl)Cl (methylene chloride). Conditions: time 10 minute. Starting materials: CN(C)CCN, CCN=C=NCCCN(C)C, CN(C)C=O, CCN(C(C)C)C(C)C, Cl, O=C(O)c1ccc(-c2ccc3cnc(Nc4ccc(N5CCOCC5)cc4)nn23)cc1, On1nnc2ccccc21. Product: CN(C)CCNC(=O)c1ccc(-c2ccc3cnc(Nc4ccc(N5CCOCC5)cc4)nn23)cc1. As a reaction SMILES: [CH3:32][N:33]([CH2:34][CH2:35][NH2:36])[CH3:37].[CH3:49][N:50]([CH3:51])[CH2:52][CH2:53][CH2:54][N:55]=[C:56]=[N:57][CH2:58][CH3:59].[CH3:60][N:61]([CH3:62])[CH:63]=[O:64].[CH:65]([N:66]([CH2:67][CH3:68])[CH:69]([CH3:70])[CH3:71])([CH3:72])[CH3:73].[ClH:48].[O:1]1[CH2:2][CH2:3][N:4]([c:7]2[cH:8][cH:9][c:10]([NH:13][c:14]3[n:15][n:16]4[c:17]([cH:18][n:19]3)[cH:20][cH:21][c:22]4-[c:23]3[cH:24][cH:25][c:26]([C:27](=[O:28])[OH:29])[cH:30][cH:31]3)[cH:11][cH:12]2)[CH2:5][CH2:6]1.[OH:38][n:39]1[c:40]2[cH:41][cH:42][cH:43][cH:44][c:45]2[n:46][n:47]1>>[O:1]1[CH2:2][CH2:3][N:4]([c:7]2[cH:8][cH:9][c:10]([NH:13][c:14]3[n:15][n:16]4[c:17]([cH:18][n:19]3)[cH:20][cH:21][c:22]4-[c:23]3[cH:24][cH:25][c:26]([C:27](=[O:28])[NH:36][CH2:35][CH2:34][N:33]([CH3:32])[CH3:37])[cH:30][cH:31]3)[cH:11][cH:12]2)[CH2:5][CH2:6]1.